From a dataset of the Open Reaction Database (ORD), a public repository of structured organic reaction records. describe an organic reaction: reactants, conditions, products, and yield Reactants: CC(=O)c1ccc(C(=O)O)cc1, NC(=O)C(N)CCCCNC(=O)CCC(=O)c1ccccc1. As a reaction SMILES: [C:23]([CH3:24])(=[O:25])[c:26]1[cH:27][cH:28][c:29]([C:30](=[O:31])[OH:32])[cH:33][cH:34]1.[NH2:1][CH:2]([C:3](=[O:4])[NH2:5])[CH2:6][CH2:7][CH2:8][CH2:9][NH:10][C:11](=[O:12])[CH2:13][CH2:14][C:15](=[O:16])[c:17]1[cH:18][cH:19][cH:20][cH:21][cH:22]1>>[NH2:1][CH:2]([C:3](=[O:4])[NH2:5])[CH2:6][CH2:7][CH2:8][CH2:9][NH:10][C:30]([c:29]1[cH:28][cH:27][c:26]([C:23]([CH3:24])=[O:25])[cH:34][cH:33]1)=[O:32]. The product is CC(=O)c1ccc(C(=O)NCCCCC(N)C(N)=O)cc1. The reactants are BrC1=CC(=C(C(=C1)F)F)F (1-Bromo-3,4,5-trifluorobenzene), [Mg] (magnesium), [Cl-].[NH4+] (ammonium chloride), C(C)(C)(C)OC(=O)N1[C@H](COCC1=O)COCC1=CC=CC=C1 ((S)-3-benzyloxymethyl-5-oxomorpholine-4-carboxylic acid tert-butyl ester). Run in C(C)OCC (diethylether), C(C)(=O)OCC (ethyl acetate), O1CCCC1 (tetrahydrofuran). Run at temperature 40 celsius, time 1 hour. Yields the product C(C)(C)(C)OC(N[C@H](COCC(C1=CC(=C(C(=C1)F)F)F)=O)COCC1=CC=CC=C1)=O ({(S)-1-benzyloxymethyl-2-[2-oxo-2-(3,4,5-trifluorophenyl)ethoxy]ethyl}carbamic acid tert-butyl ester). As a reaction SMILES: Br[C:2]1[CH:7]=[C:6]([F:8])[C:5]([F:9])=[C:4]([F:10])[CH:3]=1.[Mg].[C:12]([O:16][C:17]([N:19]1[C:24](=[O:25])[CH2:23][O:22][CH2:21][C@@H:20]1[CH2:26][O:27][CH2:28][C:29]1[CH:34]=[CH:33][CH:32]=[CH:31][CH:30]=1)=[O:18])([CH3:15])([CH3:14])[CH3:13].[Cl-].[NH4+]>C(OCC)(=O)C.O1CCCC1.C(OCC)C>[C:12]([O:16][C:17](=[O:18])[NH:19][C@@H:20]([CH2:26][O:27][CH2:28][C:29]1[CH:30]=[CH:31][CH:32]=[CH:33][CH:34]=1)[CH2:21][O:22][CH2:23][C:24](=[O:25])[C:2]1[CH:7]=[C:6]([F:8])[C:5]([F:9])=[C:4]([F:10])[CH:3]=1)([CH3:15])([CH3:13])[CH3:14] |f:3.4|. Reported procedure: 1-Bromo-3,4,5-trifluorobenzene (446 μL) was dropwise added to a diethylether suspension (5 mL) of magnesium (249 mg) over 10 min at 40° C. The resulting reaction solution was stirred at 40° C. for 1 hr and then dropwise added to a tetrahydrofuran solution (30 mL) of (S)-3-benzyloxymethyl-5-oxomorpholine-4-carboxylic acid tert-butyl ester (1.1 g) over 10 min at −40° C. The resulting reaction solution was stirred at −40° C. for 1 hr, and a saturated ammonium chloride aqueous solution was gradually... The reactants are C1CCOC1, CC(C)Nc1nc2ncc(CO)cc2s1. Product: CC(C)Nc1nc2ncc(C=O)cc2s1. Reaction SMILES: [CH2:16]1[O:17][CH2:18][CH2:19][CH2:20]1.[CH:1]([CH3:2])([CH3:3])[NH:4][c:5]1[s:6][c:7]2[c:8]([n:9][cH:10][c:11]([CH2:13][OH:14])[cH:12]2)[n:15]1>>[CH:1]([CH3:2])([CH3:3])[NH:4][c:5]1[s:6][c:7]2[c:8]([n:9][cH:10][c:11]([CH:13]=[O:14])[cH:12]2)[n:15]1. Starting materials: N1(CCCCC1)C=1C(=NC2=CC=C(C=C2N1)C(=O)OC)OS(=O)(=O)C(F)(F)F (methyl 3-(piperidin-1-yl)-2-(trifluoromethylsulfonyloxy)quinoxaline-6-carboxylate), S1C2=C(C=C1B(O)O)C=CC=C2 (benzo[b]thiophen-2-ylboronic acid), [O-]P(=O)([O-])[O-].[K+].[K+].[K+] (K3PO4). Reagents/catalysts: O (water), C=1C=CC(=CC1)[P](C=2C=CC=CC2)(C=3C=CC=CC3)[Pd]([P](C=4C=CC=CC4)(C=5C=CC=CC5)C=6C=CC=CC6)([P](C=7C=CC=CC7)(C=8C=CC=CC8)C=9C=CC=CC9)[P](C=1C=CC=CC1)(C=1C=CC=CC1)C=1C=CC=CC1 (Pd(PPh3)4). Run in O1CCOCC1 (dioxane). Run at temperature 90 celsius, time 1 hour. Product: S1C2=C(C=C1C1=NC3=CC=C(C=C3N=C1N1CCCCC1)C(=O)OC)C=CC=C2 (methyl 2-(benzo[b]thiophen-2-yl)-3-(piperidin-1-yl)quinoxaline-6-carboxylate), 2. The yield is 37.0%. As a reaction SMILES: [N:1]1([C:7]2[C:8](OS(C(F)(F)F)(=O)=O)=[N:9][C:10]3[C:15]([N:16]=2)=[CH:14][C:13]([C:17]([O:19][CH3:20])=[O:18])=[CH:12][CH:11]=3)[CH2:6][CH2:5][CH2:4][CH2:3][CH2:2]1.[S:29]1[C:33](B(O)O)=[CH:32][C:31]2[CH:37]=[CH:38][CH:39]=[CH:40][C:30]1=2.[O-]P([O-])([O-])=O.[K+].[K+].[K+]>O1CCOCC1.O.C1C=CC([P]([Pd]([P](C2C=CC=CC=2)(C2C=CC=CC=2)C2C=CC=CC=2)([P](C2C=CC=CC=2)(C2C=CC=CC=2)C2C=CC=CC=2)[P](C2C=CC=CC=2)(C2C=CC=CC=2)C2C=CC=CC=2)(C2C=CC=CC=2)C2C=CC=CC=2)=CC=1>[S:29]1[C:33]([C:8]2[C:7]([N:1]3[CH2:2][CH2:3][CH2:4][CH2:5][CH2:6]3)=[N:16][C:15]3[C:10](=[CH:11][CH:12]=[C:13]([C:17]([O:19][CH3:20])=[O:18])[CH:14]=3)[N:9]=2)=[CH:32][C:31]2[CH:37]=[CH:38][CH:39]=[CH:40][C:30]1=2 |f:2.3.4.5,^1:59,61,80,99|. Procedure details: To a solution of methyl 3-(piperidin-1-yl)-2-(trifluoromethylsulfonyloxy)quinoxaline-6-carboxylate (280 mg, crude) in dioxane (5 mL) was added benzo[b]thiophen-2-ylboronic acid (357 mg, 2.0 mmol), K3PO4 (425 mg, 2.0 mmol), Pd(PPh3)4 (39 mg, 0.033 mmol) and water (3 drops). The resulting solution was stirred for 1 h at 90° C. and then concentrated in vacuo to give a residue, which was purified by silica gel column chromatography eluting with 3.3% ethyl acetate in petroleum ether to afford methyl ...